This data is from the Open Reaction Database (ORD), a public repository of structured organic reaction records. The task is: describe an organic reaction: reactants, conditions, products, and yield The reactants are ( c ), ( d ), C(C)OC(=O)C=1C(=C2C(=CN1)N(C(=C2Br)Br)CC2=CC=C(C=C2)F)O (2,3-dibromo-1-(4-fluoro-benzyl)-4-hydroxy-1H-pyrrolo[2,3-c]pyridine-5-carboxylic acid ethyl ester), C(C)OC(=O)C1=C(NC=C1)C (2-methyl-1H-pyrrole-3-carboxylic acid ethyl ester), COC1=C(CCl)C=CC=C1 (2-methoxybenzyl chloride). Yields the product C(C)OC(=O)C=1C(=C2C(=CN1)N(C(=C2Br)Br)CC2=C(C=CC=C2)OC)O (2,3-Dibromo-1-(2-methoxy-benzyl)-4-hydroxy-1H-pyrrolo[2,3-c]pyridine-5-carboxylic acid ethyl ester). Procedure: Prepared similarly according to a reaction sequence in Example 117 steps (a), (b), (c) and (d) for the synthesis of 2,3-dibromo-1-(4-fluoro-benzyl)-4-hydroxy-1H-pyrrolo[2,3-c]pyridine-5-carboxylic acid ethyl ester starting from 2-methyl-1H-pyrrole-3-carboxylic acid ethyl ester, 2-methoxybenzyl chloride. The title compound, ESI MS (m/z): 483 (M+H)+. RXN SMILES: [CH2:1]([O:3][C:4]([C:6]1[C:7]([OH:25])=[C:8]2[C:14]([Br:15])=[C:13]([Br:16])[N:12]([CH2:17][C:18]3[CH:23]=[CH:22][C:21](F)=[CH:20][CH:19]=3)[C:9]2=[CH:10][N:11]=1)=[O:5])[CH3:2].[CH2:26]([O:28]C(C1C=CNC=1C)=O)C.COC1C=CC=CC=1CCl>>[CH2:1]([O:3][C:4]([C:6]1[C:7]([OH:25])=[C:8]2[C:14]([Br:15])=[C:13]([Br:16])[N:12]([CH2:17][C:18]3[CH:23]=[CH:22][CH:21]=[CH:20][C:19]=3[O:28][CH3:26])[C:9]2=[CH:10][N:11]=1)=[O:5])[CH3:2]. Reagents/catalysts: O.O.O.O.O.O.[Ni](Cl)Cl (nickel chloride hexahydrate). Yields the product ClC1=CC=C(C=C1)C(C=1C=C(C=CC1)N)NC(C)C1=C(C(=C(C=C1)F)F)F (3-{(4-Chlorophenyl)-[1-(2,3,4-trifluorophenyl)ethylamino]methyl}phenylamine). Reactants: ClC1=CC=C(C=C1)C(NC(C)C1=C(C(=C(C=C1)F)F)F)C1=CC(=CC=C1)[N+](=O)[O-] (N-[(4-chlorophenyl)-(3-nitrophenyl)methyl]-N-[1-(2,3,4-trifluorophenyl)ethyl]amine), [BH4-].[Na+] (sodium borohydride). RXN SMILES: [Cl:1][C:2]1[CH:7]=[CH:6][C:5]([CH:8]([C:21]2[CH:26]=[CH:25][CH:24]=[C:23]([N+:27]([O-])=O)[CH:22]=2)[NH:9][CH:10]([C:12]2[CH:17]=[CH:16][C:15]([F:18])=[C:14]([F:19])[C:13]=2[F:20])[CH3:11])=[CH:4][CH:3]=1.[BH4-].[Na+]>O.O.O.O.O.O.[Ni](Cl)Cl>[Cl:1][C:2]1[CH:7]=[CH:6][C:5]([CH:8]([NH:9][CH:10]([C:12]2[CH:17]=[CH:16][C:15]([F:18])=[C:14]([F:19])[C:13]=2[F:20])[CH3:11])[C:21]2[CH:22]=[C:23]([NH2:27])[CH:24]=[CH:25][CH:26]=2)=[CH:4][CH:3]=1 |f:1.2,3.4.5.6.7.8.9|. Reported procedure: Following a similar reaction, separation and purification procedure to that described in Example (59b), 3.96 g of N-[(4-chlorophenyl)-(3-nitrophenyl)methyl]-N-[1-(2,3,4-trifluorophenyl)ethyl]amine [prepared as described in step (a) above], 4.47 g of nickel chloride hexahydrate and 1.42g of sodium borohydride were reacted, to obtain 1.05 g of isomer A and 720 mg, of isomer B of the title compound, each as a pale yellow oil. Reactants: C(C)C=1C(NC(NC1C(C1=CC(=CC(=C1)C)C)=O)=O)=O (5-Ethyl-6-(3,5-dimethylbenzoyl)-2,4-pyrimidinedione), C(C1=CC=CC=C1)Br (benzyl bromide). Product: C(C1=CC=CC=C1)N1C(NC(C(=C1C(C1=CC(=CC(=C1)C)C)=O)CC)=O)=O (1-Benzyl-5-ethyl-6-(3,5-dimethylbenzoyl)-2,4-pyrimidine-dione). The yield is 79.8%. As a reaction SMILES: [CH2:1]([C:3]1[C:4](=[O:20])[NH:5][C:6](=[O:19])[NH:7][C:8]=1[C:9](=[O:18])[C:10]1[CH:15]=[C:14]([CH3:16])[CH:13]=[C:12]([CH3:17])[CH:11]=1)[CH3:2].[CH2:21](Br)[C:22]1[CH:27]=[CH:26][CH:25]=[CH:24][CH:23]=1>>[CH2:21]([N:7]1[C:8]([C:9](=[O:18])[C:10]2[CH:11]=[C:12]([CH3:17])[CH:13]=[C:14]([CH3:16])[CH:15]=2)=[C:3]([CH2:1][CH3:2])[C:4](=[O:20])[NH:5][C:6]1=[O:19])[C:22]1[CH:27]=[CH:26][CH:25]=[CH:24][CH:23]=1. Procedure details: 5-Ethyl-6-(3,5-dimethylbenzoyl)-2,4-pyrimidinedione and benzyl bromide were reacted by the same way with the example 1 to obtain the titled compound (289 mg, yield: 79.8%).